Dataset: the Open Reaction Database (ORD), a public repository of structured organic reaction records. Task: describe an organic reaction: reactants, conditions, products, and yield The reactants are O1C(=O)CCC2=CC=CC=C12 (3,4-Dihydrocumarine), [Cl-].[Al+3].[Cl-].[Cl-] (aluminum chloride), OC1=C2CCC(C2=CC=C1)=O (4-hydroxyindanone), C(Cl)C1CO1 (epichlorohydrin), [OH-].[Na+] (sodium hydroxide). Product: O1C(COC2=C3CCC(C3=CC=C2)=O)C1 (4-(2,3-epoxypropoxy)-1-indanone). As a reaction SMILES: [O:1]1[C:11]2[C:6](=[CH:7][CH:8]=[CH:9][CH:10]=2)[CH2:5][CH2:4][C:2]1=[O:3].[Cl-].[Al+3].[Cl-].[Cl-].OC1C=CC=[C:22]2C=1C[CH2:20][C:21]2=[O:26].C(C1OC1)Cl.[OH-].[Na+]>>[O:26]1[CH2:22][CH:21]1[CH2:20][O:1][C:11]1[CH:10]=[CH:9][CH:8]=[C:7]2[C:6]=1[CH2:5][CH2:4][C:2]2=[O:3] |f:1.2.3.4,7.8|. Procedure details: 3,4-Dihydrocumarine is allowed to react with anhydrous aluminum chloride at 200° C. and the resulting 4-hydroxyindanone is allowed to react with epichlorohydrin in an aqueous solution of sodium hydroxide to give 4-(2,3-epoxypropoxy)-1-indanone (cf. Japanese Patent No. Sho-48-817). Reactants: C(C)(C)(C)OC(NC(CC1=CC(=CC=C1)C#N)C)=O ([2-(3-Cyano-phenyl) -1-methyl-ethyl]-carbamic acid tert-butyl ester). The solvent is ClCCl (dichloromethane), FC(C(=O)O)(F)F (trifluoroacetic acid). Yields the product NC(CC=1C=C(C#N)C=CC1)C (3-(2-Amino-propyl)-benzonitrile). As a reaction SMILES: C(OC(=O)[NH:7][CH:8]([CH3:18])[CH2:9][C:10]1[CH:15]=[CH:14][CH:13]=[C:12]([C:16]#[N:17])[CH:11]=1)(C)(C)C>ClCCl.FC(F)(F)C(O)=O>[NH2:7][CH:8]([CH3:18])[CH2:9][C:10]1[CH:11]=[C:12]([CH:13]=[CH:14][CH:15]=1)[C:16]#[N:17]. Reported procedure: A solution of [2-(3-Cyano-phenyl) -1-methyl-ethyl]-carbamic acid tert-butyl ester (180 mg, 0.69 mmol) in dichloromethane (5 mL) and trifluoroacetic acid (5 mL) was stirred for 15 min at room temperature. Solvents removed under vacuum, and residue was partitioned between dichloromethane and 1 N sodium hydroxide. Organic dried over magnesium sulfate and reduced to an oil under vacuum. M+1=161. Starting materials: FC=1C=C2C(CCOC2=CC1)=O (6-fluorochroman-4-one), BrBr (bromine), ice. Solvent: C(C)(=O)O (acetic acid). Run at time 2 hour. Product: BrC1COC2=CC=C(C=C2C1=O)F (3-bromo-6-fluorochroman-4-one). Isolated yield 68.0%. RXN SMILES: [F:1][C:2]1[CH:3]=[C:4]2[C:9](=[CH:10][CH:11]=1)[O:8][CH2:7][CH2:6][C:5]2=[O:12].[Br:13]Br>C(O)(=O)C>[Br:13][CH:6]1[C:5](=[O:12])[C:4]2[C:9](=[CH:10][CH:11]=[C:2]([F:1])[CH:3]=2)[O:8][CH2:7]1. Reported procedure: To a solution of 6-fluorochroman-4-one (21.0 g, 126 mmol) in acetic acid (105 ml) is added bromine (6.5 ml, 126 mmol) at such a rate as to not raise the temperature above 25° C. After the addition is complete, the reaction is allowed to stir for 2 hours before pouring into 1 liter of ice. The resulting mixture is stirred overnight. The precipitate which formed is filtered and placed in drying oven to produce 21 g of 3-bromo-6-fluorochroman-4-one. Procedure details: The title compound, off-white solid (101 mg, 91%), MS (ISP) m/z=443.5 [(M+H)+], mp 263° C., was prepared in accordance with the general method of example 32 from trans-4-{2-[4-(2,3-dihydrofuro[3,2-c]pyridin-4-yl)-piperazin-1-yl]-ethyl}-cyclohexanamine trihydrochloride (intermediate C) (110 mg, 0.25 mmol) and tetrahydropyran-4-yl-carboxylic acid. The product is O1CCC=2C(=NC=CC21)N2CCN(CC2)CC[C@@H]2CC[C@H](CC2)NC(=O)C2CCOCC2 (trans-N-(4-{2-[4-(2,3-Dihydrofuro[3,2-c]pyridin-4-yl)-piperazin-1-yl]-ethyl}-cyclohexyl)-tetrahydro-2H-pyran-4-carboxamide). Reaction SMILES: Cl.Cl.Cl.[O:4]1[C:12]2[CH:11]=[CH:10][N:9]=[C:8]([N:13]3[CH2:18][CH2:17][N:16]([CH2:19][CH2:20][C@H:21]4[CH2:26][CH2:25][C@H:24]([NH2:27])[CH2:23][CH2:22]4)[CH2:15][CH2:14]3)[C:7]=2[CH2:6][CH2:5]1.[O:28]1[CH2:33][CH2:32][CH:31]([C:34](O)=[O:35])[CH2:30][CH2:29]1>>[O:4]1[C:12]2[CH:11]=[CH:10][N:9]=[C:8]([N:13]3[CH2:18][CH2:17][N:16]([CH2:19][CH2:20][C@H:21]4[CH2:26][CH2:25][C@H:24]([NH:27][C:34]([CH:31]5[CH2:32][CH2:33][O:28][CH2:29][CH2:30]5)=[O:35])[CH2:23][CH2:22]4)[CH2:15][CH2:14]3)[C:7]=2[CH2:6][CH2:5]1 |f:0.1.2.3|. Reactants: solid, Cl.Cl.Cl.O1CCC=2C(=NC=CC21)N2CCN(CC2)CC[C@@H]2CC[C@H](CC2)N (trans-4-{2-[4-(2,3-dihydrofuro[3,2-c]pyridin-4-yl)-piperazin-1-yl]-ethyl}-cyclohexanamine trihydrochloride), Cl.Cl.Cl.O1CCC=2C(=NC=CC21)N2CCN(CC2)CC[C@@H]2CC[C@H](CC2)N (trans-4-{2-[4-(2,3-dihydrofuro[3,2-c]pyridin-4-yl)-piperazin-1-yl]-ethyl}-cyclohexanamine trihydrochloride), O1CCC(CC1)C(=O)O (tetrahydropyran-4-yl-carboxylic acid). Reactants: CO, C=C(C)c1nc2c(F)ccc(O)c2c(C)c1Cc1ccc(-n2cccn2)cc1, [H][H], [OH-], [OH-], [Pd+2]. Product: Cc1c(Cc2ccc(-n3cccn3)cc2)c(C(C)C)nc2c(F)ccc(O)c12. As a reaction SMILES: [CH3:34][OH:35].[F:1][c:2]1[cH:3][cH:4][c:5]([OH:28])[c:6]2[c:7]([CH3:27])[c:8]([CH2:15][c:16]3[cH:17][cH:18][c:19](-[n:22]4[n:23][cH:24][cH:25][cH:26]4)[cH:20][cH:21]3)[c:9]([C:12](=[CH2:13])[CH3:14])[n:10][c:11]12.[H:29][H:30].[OH-:31].[OH-:33].[Pd+2:32]>>[F:1][c:2]1[cH:3][cH:4][c:5]([OH:28])[c:6]2[c:7]([CH3:27])[c:8]([CH2:15][c:16]3[cH:17][cH:18][c:19](-[n:22]4[n:23][cH:24][cH:25][cH:26]4)[cH:20][cH:21]3)[c:9]([CH:12]([CH3:13])[CH3:14])[n:10][c:11]12.